This data is from the Open Reaction Database (ORD), a public repository of structured organic reaction records. The task is: describe an organic reaction: reactants, conditions, products, and yield Reactants: OC1=CC=2C(CCC(C2C=C1)(C)C)(C)C (5,6,7,8-tetrahydro-2-hydroxy-5,5,8,8-tetramethylnaphthalene), ClCCl (dichloromethane), [Cl-].[Al+3].[Cl-].[Cl-] (aluminum chloride), C(C1=CC=CC=C1)(=O)Cl (benzoyl chloride). Run in O (water). Run at temperature 60 celsius, time 1 hour. The product is C1(=CC=CC=C1)C(=O)C1=CC=2C(CCC(C2C=C1O)(C)C)(C)C (5,6,7,8-tetrahydro-3-hydroxy-5,5,8,8-tetramethyl-2-naphthyl phenyl ketone). As a reaction SMILES: [OH:1][C:2]1[CH:11]=[CH:10][C:9]2[C:8]([CH3:13])([CH3:12])[CH2:7][CH2:6][C:5]([CH3:15])([CH3:14])[C:4]=2[CH:3]=1.ClCCl.[Cl-].[Al+3].[Cl-].[Cl-].[C:23](Cl)(=[O:30])[C:24]1[CH:29]=[CH:28][CH:27]=[CH:26][CH:25]=1>O>[C:24]1([C:23]([C:11]2[C:2]([OH:1])=[CH:3][C:4]3[C:5]([CH3:15])([CH3:14])[CH2:6][CH2:7][C:8]([CH3:13])([CH3:12])[C:9]=3[CH:10]=2)=[O:30])[CH:29]=[CH:28][CH:27]=[CH:26][CH:25]=1 |f:2.3.4.5|. Procedure: The synthesis process is as set forth in the chemical reaction formula below. To 5,6,7,8-tetrahydro-2-hydroxy-5,5,8,8-tetramethylnaphthalene (204 mg, 1.00 mmol) were added anhydrous dichloromethane (1 mL), aluminum chloride (148 mg, 1.12 mmol), and benzoyl chloride (155 mg, 1.10 mmol) followed by stirring at 60° C. for 1 hour. The reaction solution was poured into cold water and extracted by ethyl acetate. The organic layer was washed by water, a saturated sodium hydrogen carbonate aq. solution,...